Dataset: the Open Reaction Database (ORD), a public repository of structured organic reaction records. Task: describe an organic reaction: reactants, conditions, products, and yield The reactants are C1=CC=CC2=NC=C3C=CC=CC3=C12 (phenanthridine), C(C)[Li] (ethyllithium), COC1=C(C=C(C=C1)S(=O)(=O)Cl)C (4-methoxy-3-methylbenzenesulfonyl chloride). Solvent: C(C)OCC (diethyl ether). The product is C(C)C1N(C=2C=CC=CC2C2=CC=CC=C12)S(=O)(=O)C1=CC(=C(C=C1)OC)C (6-Ethyl-5-[(4-methoxy-3-methylphenyl)sulfonyl]-5,6-dihydrophenanthridine). RXN SMILES: [CH:1]1[C:14]2[C:5](=[N:6][CH:7]=[C:8]3[C:13]=2[CH:12]=[CH:11][CH:10]=[CH:9]3)[CH:4]=[CH:3][CH:2]=1.[CH2:15]([Li])[CH3:16].[CH3:18][O:19][C:20]1[CH:25]=[CH:24][C:23]([S:26](Cl)(=[O:28])=[O:27])=[CH:22][C:21]=1[CH3:30]>C(OCC)C>[CH2:15]([CH:7]1[C:8]2[C:13](=[CH:12][CH:11]=[CH:10][CH:9]=2)[C:14]2[CH:1]=[CH:2][CH:3]=[CH:4][C:5]=2[N:6]1[S:26]([C:23]1[CH:24]=[CH:25][C:20]([O:19][CH3:18])=[C:21]([CH3:30])[CH:22]=1)(=[O:28])=[O:27])[CH3:16]. Reported procedure: The title compound was prepared from phenanthridine, 0.62 M ethyllithium in diethyl ether, and 4-methoxy-3-methylbenzenesulfonyl chloride according to the procedure and in the same manner as described in Example 18, step a and yielded, after chromatographic purification and crystallization from diethyl ether, 6-ethyl-5-[(4-methoxy-3-methylphenyl)sulfonyl]-5,6-dihydrophenanthridine as a colorless, crystalline, solid, which was characterized by LCMS (ES+, FA, CV=5) and 1H NMR. Product: ClC1=CC=C(C=C1)C1C2=C(NC(=C1C(=O)OC)C)COC2=O (Methyl 1,4,5,7-tetrahydro-4-(4-chlorophenyl)-2-methyl-5-oxo-furo[3,4-b]-pyridine-3-carboxylate). RXN SMILES: [Cl:1][C:2]1[CH:9]=[CH:8][C:5]([CH:6]=O)=[CH:4][CH:3]=1.C(O[CH2:14][C:15](=O)[CH2:16][C:17]([O:19][CH2:20]C)=[O:18])(=O)C.[NH2:23]/[C:24](/[CH3:30])=[CH:25]\[C:26]([O:28]C)=[O:27].Cl>C(O)(C)C>[Cl:1][C:2]1[CH:9]=[CH:8][C:5]([CH:6]2[C:16]([C:17]([O:19][CH3:20])=[O:18])=[C:15]([CH3:14])[NH:23][C:24]3[CH2:30][O:28][C:26](=[O:27])[C:25]2=3)=[CH:4][CH:3]=1. Solvent: C(C)(C)O (isopropanol). Reactants: Cl (HCl), ClC1=CC=C(C=O)C=C1 (4-chlorobenzaldehyde), C(C)(=O)OCC(CC(=O)OCC)=O (ethyl 4-acetoxyacetoacetate), N\C(=C/C(=O)OC)\C (methyl 3-aminocrotonate). Reported procedure: 3 g (21.3 mmol) of 4-chlorobenzaldehyde, 4.0 g (21.3 mmol) of ethyl 4-acetoxyacetoacetate and 2.5 g (21.3 mmol) of methyl 3-aminocrotonate are dissolved in 40 ml of isopropanol and heated to reflux for 12 h. The mixture is then treated with 10 ml of dilute aqueous HCl and heated to reflux for a further 30 min. The mixture is partitioned between toluene and water. Drying (MgSO4) and concentration of the organic phase yields a white solid which is purified by filtration through 50 g of silica gel ... Starting materials: FC=1C=C2N=CC(=NC2=CC1F)N1CC2CNCC2C1 (6,7-Difluoro-2-(hexahydropyrrolo[3,4-c]pyrrol-2(1H)-yl)quinoxaline), FC=1C(=C(C(=O)O)C=CC1)C1=NC=CC=N1 (3-Fluoro-2-(pyrimidin-2-yl)benzoic acid). The product is FC=1C=C2N=CC(=NC2=CC1F)N1CC2C(C1)CN(C2)C(=O)C2=C(C(=CC=C2)F)C2=NC=CC=N2 ((5-(6,7-Difluoroquinoxalin-2-yl)hexahydropyrrolo[3,4-c]pyrrol-2(1H)-yl)(3-fluoro-2-(pyrimidin-2-yl)phenyl)methanone). RXN SMILES: [F:1][C:2]1[CH:3]=[C:4]2[C:9](=[CH:10][C:11]=1[F:12])[N:8]=[C:7]([N:13]1[CH2:20][CH:19]3[CH:15]([CH2:16][NH:17][CH2:18]3)[CH2:14]1)[CH:6]=[N:5]2.[F:21][C:22]1[C:23]([C:31]2[N:36]=[CH:35][CH:34]=[CH:33][N:32]=2)=[C:24]([CH:28]=[CH:29][CH:30]=1)[C:25](O)=[O:26]>>[F:1][C:2]1[CH:3]=[C:4]2[C:9](=[CH:10][C:11]=1[F:12])[N:8]=[C:7]([N:13]1[CH2:14][CH:15]3[CH2:16][N:17]([C:25]([C:24]4[CH:28]=[CH:29][CH:30]=[C:22]([F:21])[C:23]=4[C:31]4[N:32]=[CH:33][CH:34]=[CH:35][N:36]=4)=[O:26])[CH2:18][CH:19]3[CH2:20]1)[CH:6]=[N:5]2. Reported procedure: The title compound was prepared in a manner analogous to Example 15, utilizing Intermediate 44 and Intermediate 50 in the last step MS (ESI): mass calculated for C25H19F3N6O, 476.16; m/z found 477.2 [M+H]+. 1H NMR (500 MHz, CDCl3) 8.74 (t, J=12.5, 2H), 8.25 (d, J=20.5, 1H), 7.65 (dd, J=10.5, 8.4, 1H), 7.52-7.40 (m, 2H), 7.26-7.12 (m, 3H), 3.97-3.74 (m, 3H), 3.73-3.52 (m, 4H), 3.38 (dd, J=11.1, 4.6, 1H), 3.22-3.02 (m, 2H). The reactants are ClC=1C=C2C(=C(NC2=CC1)C(=O)NCCCN(C)C)C1=C(C=CC=C1)F (5-chloro-N-(3-dimethylaminopropyl)-3-(2-fluorophenyl)-indole-2-carboxamide), [H-].[Na+] (sodium hydride). Run in CN(C=O)C (dimethylformamide). Yields the product ClC1=CC2=C(C=C1)NC=1C(N(C3=CC=CC=C3C12)CCCN(C)C)=O (10-chloro-5-(3-dimethylaminopropyl)-7H-indolo-[2,3-c]quinolin-6(5H)-one). As a reaction SMILES: [Cl:1][C:2]1[CH:3]=[C:4]2[C:8](=[CH:9][CH:10]=1)[NH:7][C:6]([C:11]([NH:13][CH2:14][CH2:15][CH2:16][N:17]([CH3:19])[CH3:18])=[O:12])=[C:5]2[C:20]1[CH:25]=[CH:24][CH:23]=[CH:22][C:21]=1F.[H-].[Na+]>CN(C)C=O>[Cl:1][C:2]1[CH:10]=[CH:9][C:8]2[NH:7][C:6]3[C:11](=[O:12])[N:13]([CH2:14][CH2:15][CH2:16][N:17]([CH3:19])[CH3:18])[C:25]4[C:20]([C:5]=3[C:4]=2[CH:3]=1)=[CH:21][CH:22]=[CH:23][CH:24]=4 |f:1.2|. Reported procedure: Under the same conditions as described above, reaction of 17.7 g. of 5-chloro-N-(3-dimethylaminopropyl)-3-(2-fluorophenyl)-indole-2-carboxamide with 6.8 g. sodium hydride suspension in 250 ml. of dimethylformamide yielded after recrystallization from boiling dimethylformamide 13.5 g. (81 percent) of 10-chloro-5-(3-dimethylaminopropyl)-7H-indolo[2,3-c]quinolin-6(5H)-one, having a melting point of 286°-288°. The reactants are ClCCOC1=CC2=C(C=C3C(=C(C=NC3=C2)C#N)NC2=C(C=C(C(=C2)OC)Cl)Cl)C=C1OC (8-(2-chloroethoxy)-4-(2,4-dichloro-5-methoxyphenylamino)-7-methoxybenzo[g]quinoline-3-carbonitrile), N1N=NC=C1 (1H-1,2,3-triazole), [OH-].[Na+] (sodium hydroxide). Solvent: CN(C=O)C (N,N-dimethyl formamide). Run at temperature 80 celsius. The product is ClC1=C(C=C(C(=C1)Cl)OC)NC1=C(C=NC2=CC3=C(C=C12)C=C(C(=C3)OCCN3N=CC=N3)OC)C#N (4-(2,4-dichloro-5-methoxyphenylamino)-7-methoxy-8-(2-[1,2,3]triazol-2-yl-ethoxy)benzo[g]quinoline-3-carbonitrile). Yield: 21.4%. As a reaction SMILES: Cl[CH2:2][CH2:3][O:4][C:5]1[C:31]([O:32][CH3:33])=[CH:30][C:8]2[CH:9]=[C:10]3[C:15](=[CH:16][C:7]=2[CH:6]=1)[N:14]=[CH:13][C:12]([C:17]#[N:18])=[C:11]3[NH:19][C:20]1[CH:25]=[C:24]([O:26][CH3:27])[C:23]([Cl:28])=[CH:22][C:21]=1[Cl:29].[NH:34]1[CH:38]=[CH:37][N:36]=[N:35]1.[OH-].[Na+]>CN(C)C=O>[Cl:29][C:21]1[CH:22]=[C:23]([Cl:28])[C:24]([O:26][CH3:27])=[CH:25][C:20]=1[NH:19][C:11]1[C:10]2[C:15](=[CH:16][C:7]3[CH:6]=[C:5]([O:4][CH2:3][CH2:2][N:35]4[N:36]=[CH:37][CH:38]=[N:34]4)[C:31]([O:32][CH3:33])=[CH:30][C:8]=3[CH:9]=2)[N:14]=[CH:13][C:12]=1[C:17]#[N:18] |f:2.3|. Reported procedure: A mixture of 0.31 g (0.62 mmol) of 8-(2-chloroethoxy)-4-(2,4-dichloro-5-methoxyphenylamino)-7-methoxybenzo[g]quinoline-3-carbonitrile, 0.36 mL (6.1 mmol) of 1H-1,2,3-triazole and 0.11 g (2.8 mmol) of sodium hydroxide powder in 5 mL of N,N-dimethyl formamide is heated at 80° C. for 4.5 hours, then cooled and poured on to ice. The solid is collected by filtration, washed with water and dried. The two isomers are separated by silica gel flash chromatography, using first 7:3 ethyl acetate/hexane, th... The reactants are C(=O)(OC)C1CC(N(C1)C(C)C)=O (4-carbomethoxy-1-isopropyl-pyrrolidone), C(Cl)(Cl)Cl.C(C)O (CHCl3 C2H5OH). Reagents/catalysts: [Ni] (Raney-Nickel), [Ni] (Raney-Nickel). Solvent: C(C)O (ethanol). Run at time 24 hour. Product: OCC1CC(N(C1)C(C)C)=O (4-Hydroxymethyl-1-isopropyl-pyrrolidone). Reaction SMILES: [C:1]([CH:5]1[CH2:9][N:8]([CH:10]([CH3:12])[CH3:11])[C:7](=[O:13])[CH2:6]1)(OC)=[O:2].C(Cl)(Cl)Cl.C(O)C>C(O)C.[Ni]>[OH:2][CH2:1][CH:5]1[CH2:9][N:8]([CH:10]([CH3:11])[CH3:12])[C:7](=[O:13])[CH2:6]1 |f:1.2|. Procedure details: 92.5 g (0.5 mol) of 4-carbomethoxy-1-isopropyl-pyrrolidone in 1.2 l of ethanol were hydrogenated in the presence of about 50 g of Raney-Nickel for 48 hours at 160° - 180° C under a hydrogen pressure of 200 atmospheres. Then it was determined with the aid of thin layer chromatography (CHCl3 /C2H5OH= 95:5) if the reduction was finished. Otherwise 20 g of Raney-Nickel were added again and hydrogenated for another 24 hours. In most of the tests hydrogenation had finished after this time.